The task is: describe an organic reaction: reactants, conditions, products, and yield. This data is from the Open Reaction Database (ORD), a public repository of structured organic reaction records. Reactants: CC(C)C[Al+]CC(C)C, CCOC(=O)C=C(C)c1ccc2c(c1)CCCN2C(C)C, Cc1ccccc1, [Cl-], [H-], [NH4+], C1CCOC1. Yields the product CC(=CCO)c1ccc2c(c1)CCCN2C(C)C. RXN SMILES: [CH2:23]([Al+:24][CH2:25][CH:26]([CH3:27])[CH3:28])[CH:29]([CH3:30])[CH3:31].[CH3:1][CH:2]([CH3:3])[N:4]1[CH2:5][CH2:6][CH2:7][c:8]2[cH:9][c:10]([C:14](=[CH:15][C:16](=[O:17])[O:18][CH2:19][CH3:20])[CH3:21])[cH:11][cH:12][c:13]21.[CH3:39][c:40]1[cH:41][cH:42][cH:43][cH:44][cH:45]1.[Cl-:32].[H-:22].[NH4+:33].[O:34]1[CH2:35][CH2:36][CH2:37][CH2:38]1>>[CH3:1][CH:2]([CH3:3])[N:4]1[CH2:5][CH2:6][CH2:7][c:8]2[cH:9][c:10]([C:14](=[CH:15][CH2:16][OH:17])[CH3:21])[cH:11][cH:12][c:13]21. The reactants are COc1ccc(F)cc1Br, CSC, CC(C)[Mg+], [Cl-], [Cu]Br, CC(C)(C)OC(=O)N1CCC2(CC1)CO2, C1CCOC1, O. Product: COc1ccc(F)cc1CC1(O)CCN(C(=O)OC(C)(C)C)CC1. As a reaction SMILES: [Br:6][c:7]1[c:8]([O:14][CH3:15])[cH:9][cH:10][c:11]([F:13])[cH:12]1.[CH3:37][S:38][CH3:39].[CH:2]([Mg+:3])([CH3:4])[CH3:5].[Cl-:1].[Cu:40][Br:41].[O:16]1[CH2:17][C:18]12[CH2:19][CH2:20][N:21]([C:24](=[O:25])[O:26][C:27]([CH3:28])([CH3:29])[CH3:30])[CH2:22][CH2:23]2.[O:31]1[CH2:32][CH2:33][CH2:34][CH2:35]1.[OH2:36]>>[c:7]1([CH2:17][C:18]2([OH:16])[CH2:19][CH2:20][N:21]([C:24](=[O:25])[O:26][C:27]([CH3:28])([CH3:29])[CH3:30])[CH2:22][CH2:23]2)[c:8]([O:14][CH3:15])[cH:9][cH:10][c:11]([F:13])[cH:12]1. The reactants are [Si]([O-])([O-])([O-])[O-].[Mg+2].[Mg+2] (magnesium silicate), C=1C=CN2C1CNC1=C(C2)C=CC=C1 (10,11-dihydro-5H-pyrrolo[2,1-c][1,4]benzodiazepine), C(C)(C)N(C(C)C)CC (N,N-diisopropylethylamine), C1(=CC=CC=C1)CC1=C(C(=O)NC2=CC=C(C(=O)Cl)C=C2)C=CC=C1 (4-[[2-(phenylmethyl)benzoyl]amino]benzoyl chloride). Run in C(Cl)Cl (methylene chloride), C(Cl)Cl (methylene chloride). Reaction conditions: time 18 hour. Product: C=1C=CN2C1CN(C1=C(C2)C=CC=C1)C(=O)C1=CC=C(C=C1)NC(C1=C(C=CC=C1)CC1=CC=CC=C1)=O (N-[4-(5H-Pyrrolo[2,1-c][1,4]benzodiazepine-10(11H)ylcarbonyl)phenyl]-2-(phenylmethyl)benzamide). Yield: 97.3%. Reaction SMILES: [CH:1]1[CH:2]=[CH:3][N:4]2[CH2:10][C:9]3[CH:11]=[CH:12][CH:13]=[CH:14][C:8]=3[NH:7][CH2:6][C:5]=12.C(N(CC)C(C)C)(C)C.[C:24]1([CH2:30][C:31]2[CH:48]=[CH:47][CH:46]=[CH:45][C:32]=2[C:33]([NH:35][C:36]2[CH:44]=[CH:43][C:39]([C:40](Cl)=[O:41])=[CH:38][CH:37]=2)=[O:34])[CH:29]=[CH:28][CH:27]=[CH:26][CH:25]=1.[Si]([O-])([O-])([O-])[O-].[Mg+2].[Mg+2]>C(Cl)Cl>[CH:1]1[CH:2]=[CH:3][N:4]2[CH2:10][C:9]3[CH:11]=[CH:12][CH:13]=[CH:14][C:8]=3[N:7]([C:40]([C:39]3[CH:38]=[CH:37][C:36]([NH:35][C:33](=[O:34])[C:32]4[CH:45]=[CH:46][CH:47]=[CH:48][C:31]=4[CH2:30][C:24]4[CH:29]=[CH:28][CH:27]=[CH:26][CH:25]=4)=[CH:44][CH:43]=3)=[O:41])[CH2:6][C:5]=12 |f:3.4.5|. Procedure details: To a solution of 0.75 g of 10,11-dihydro-5H-pyrrolo[2,1-c][1,4]benzodiazepine and 0.57 g of N,N-diisopropylethylamine in 50 ml of methylene chloride is added 1.53 g of 4-[[2-(phenylmethyl)benzoyl]amino]benzoyl chloride followed by stirring at room temperature for 18 hours. The reaction mixture is washed with water and saturated aqueous NaHCO3 and the organic layer dried(Na2SO4)o The organic layer is passed through hydrous magnesium silicate and the filtrate concentrated in vacuo to give a residu... Starting materials: C(C1=CC=CC=C1)(=O)N1CC(CC1)(CCS(=O)(=O)C)C1=CC(=C(C=C1)OC)OC (1-benzoyl-3-(3,4-dimethoxy-phenyl)-3-(2-methanesulfonyl-ethyl)-pyrrolidine), C(C)(=O)OCC.CO (ethyl acetate methanol), FC1=CC=C(CN2C(=NC3=C2C=CC=C3)C(=O)C3CCNCC3)C=C1 (4-[1-(4-fluoro-benzyl)-1 H-benzoimidazole-2-carbonyl]-piperidine), C([O-])(O)=O.[Na+] (sodium bicarbonate). As a reaction SMILES: [C:1]([N:9]1[CH2:13][CH2:12][C:11]([C:20]2[CH:25]=[CH:24][C:23]([O:26][CH3:27])=[C:22]([O:28][CH3:29])[CH:21]=2)([CH2:14][CH2:15]S(C)(=O)=O)[CH2:10]1)(=[O:8])[C:2]1[CH:7]=[CH:6][CH:5]=[CH:4][CH:3]=1.[F:30][C:31]1[CH:54]=[CH:53][C:34]([CH2:35][N:36]2[C:40]3[CH:41]=[CH:42][CH:43]=[CH:44][C:39]=3[N:38]=[C:37]2[C:45]([CH:47]2[CH2:52][CH2:51][NH:50][CH2:49][CH2:48]2)=[O:46])=[CH:33][CH:32]=1.C(=O)(O)[O-].[Na+].C(OCC)(=O)C.CO>O1CCCC1.O.ClCCl>[C:1]([N:9]1[CH2:13][CH2:12][C:11]([CH2:14][CH2:15][N:50]2[CH2:51][CH2:52][CH:47]([C:45]([C:37]3[N:36]([CH2:35][C:34]4[CH:33]=[CH:32][C:31]([F:30])=[CH:54][CH:53]=4)[C:40]4[CH:41]=[CH:42][CH:43]=[CH:44][C:39]=4[N:38]=3)=[O:46])[CH2:48][CH2:49]2)([C:20]2[CH:25]=[CH:24][C:23]([O:26][CH3:27])=[C:22]([O:28][CH3:29])[CH:21]=2)[CH2:10]1)(=[O:8])[C:2]1[CH:7]=[CH:6][CH:5]=[CH:4][CH:3]=1 |f:2.3,4.5,6.7|. Conditions: time 48 hour. Reported procedure: Combine 1-benzoyl-3-(3,4-dimethoxy-phenyl)-3-(2-methanesulfonyl-ethyl)-pyrrolidine (0.54 g, 1.3 mmol) and 4-[1-(4-fluoro-benzyl)-1 H-benzoimidazole-2-carbonyl]-piperidine (0.46 g, 1.4 mmol), and sodium bicarbonate (0.2 g, 2.5 mmol) in tetrahydrofuran/water (15/4) (30 mL). Heat to reflux. After 48 hours, cool to ambient temperature. After 72 hours, evaporate in vacuo to obtain a residue. Partition the residue between dichloromethane/chloroform and 5% sodium bicarbonate solution. Dry the organic l... Solvent: O1CCCC1.O (tetrahydrofuran water), ClCCl (dichloromethane). The product is C(C1=CC=CC=C1)(=O)N1CC(CC1)(C1=CC(=C(C=C1)OC)OC)CCN1CCC(CC1)C(=O)C1=NC2=C(N1CC1=CC=C(C=C1)F)C=CC=C2 (1-Benzoyl-3-[2-[4-[1-(4-fluoro-benzyl)-1 H-benzoimidazole-2-carbonyl]-piperidin-1-yl]-ethyl]-3-(3,4-dimethoxy-phenyl)-pyrrolidine). The product is CC1(COP(OC1)Cl)C (5,5-dimethyl-2-chloro-1,3,2-dioxaphosphorinane). Procedure: For example, Japanese Unexamined Patent Publication No. HEI 2(1990)-273688 (Patent Document 3) discloses that phosphorus trichloride is added to and reacted with neopentyl glycol under ice cooling to obtain 5,5-dimethyl-2-chloro-1,3,2-dioxaphosphorinane. RXN SMILES: [P:1]([Cl:4])(Cl)Cl.[OH:5][CH2:6][C:7]([CH3:11])([CH2:9][OH:10])[CH3:8]>>[CH3:8][C:7]1([CH3:11])[CH2:9][O:10][P:1]([Cl:4])[O:5][CH2:6]1. The reactants are P(Cl)(Cl)Cl (phosphorus trichloride), OCC(C)(CO)C (neopentyl glycol).